This data is from the Open Reaction Database (ORD), a public repository of structured organic reaction records. The task is: describe an organic reaction: reactants, conditions, products, and yield Starting materials: N[C@H](CCCC1=CC=C(C=C1)O)CN (4-((R)-4,5-Diamino-pentyl)-phenol), N[C@H](CCCC1=CC=C(C=C1)O)CN (4-((R)-4,5-Diamino-pentyl)-phenol), NC=1C(=NC(=C(N1)N)Cl)C(=O)NC(SC)=N (1-(3,5-diamino-6-chloro-pyrazine-2-carbonyl)-2-methyl-isothiourea), NC=1C(=NC(=C(N1)N)Cl)C(=O)NC(SC)=N (1-(3,5-diamino-6-chloro-pyrazine-2-carbonyl)-2-methyl-isothiourea). Run in CC(C)O (propan-2-ol). Conditions: temperature 30 celsius, time 18 hour. Product: OC1=CC=C(C=C1)CCC[C@H]1N\C(\NC1)=N\C(=O)C1=NC(=C(N=C1N)N)Cl (3,5-Diamino-6-chloro-pyrazine-2-carboxylic acid [(R)-4-[3-(4-hydroxy-phenyl)-propyl]-imidazolidin-(2E)-ylidene]-amide). As a reaction SMILES: [NH2:1][C@@H:2]([CH2:13][NH2:14])[CH2:3][CH2:4][CH2:5][C:6]1[CH:11]=[CH:10][C:9]([OH:12])=[CH:8][CH:7]=1.[NH2:15][C:16]1[C:17]([C:24]([NH:26][C:27](=N)SC)=[O:25])=[N:18][C:19]([Cl:23])=[C:20]([NH2:22])[N:21]=1>CC(O)C>[OH:12][C:9]1[CH:8]=[CH:7][C:6]([CH2:5][CH2:4][CH2:3][C@@H:2]2[CH2:13][NH:14]/[C:27](=[N:26]\[C:24]([C:17]3[C:16]([NH2:15])=[N:21][C:20]([NH2:22])=[C:19]([Cl:23])[N:18]=3)=[O:25])/[NH:1]2)=[CH:11][CH:10]=1. Procedure: To a stirred solution of (4-((R)-4,5-Diamino-pentyl)-phenol (intermediate K) (1.5 g, 7.72 mmol) in propan-2-ol (100 ml) at 30° C. is added in one portion 1-(3,5-Diamino-6-chloro-pyrazine-2-carbonyl)-2-methyl-isothiourea (Intermediate A) and the reaction is heated at 30° C. for 18 hours followed by 50° C. for a further 18 hours. The reaction mixture is filtered hot and the filtrate solvent is removed in vacuo to afford a yellow foam. The foam is purified by chromatography (SiO2, DCM/MeOH/5% NH3) ... Starting materials: CC1(CC=C(CC1)B(O)O)C (4,4-dimethyl-cyclohex-1-enylboronic acid), ClC1=NC=CC=C1[N+](=O)[O-] (2-chloro-3-nitro-pyridine), C(=O)([O-])[O-].[Na+].[Na+] (Na2CO3). The reagents and catalysts are C=1C=CC(=CC1)[P](C=2C=CC=CC2)(C=3C=CC=CC3)[Pd]([P](C=4C=CC=CC4)(C=5C=CC=CC5)C=6C=CC=CC6)([P](C=7C=CC=CC7)(C=8C=CC=CC8)C=9C=CC=CC9)[P](C=1C=CC=CC1)(C=1C=CC=CC1)C=1C=CC=CC1 (Pd(PPh3)4). Run in C1(=CC=CC=C1)C (toluene), CCO (EtOH), CCOC(=O)C (EtOAc). Reaction conditions: temperature 80 celsius. The product is CC1(CC=C(CC1)C1=NC=CC=C1[N+](=O)[O-])C (2-(4,4-Dimethyl-cyclohex-1-enyl)-3-nitro-pyridine). The yield is 61.0%. Reaction SMILES: [CH3:1][C:2]1([CH3:11])[CH2:7][CH2:6][C:5](B(O)O)=[CH:4][CH2:3]1.Cl[C:13]1[C:18]([N+:19]([O-:21])=[O:20])=[CH:17][CH:16]=[CH:15][N:14]=1.C([O-])([O-])=O.[Na+].[Na+]>C1(C)C=CC=CC=1.CCO.CCOC(C)=O.C1C=CC([P]([Pd]([P](C2C=CC=CC=2)(C2C=CC=CC=2)C2C=CC=CC=2)([P](C2C=CC=CC=2)(C2C=CC=CC=2)C2C=CC=CC=2)[P](C2C=CC=CC=2)(C2C=CC=CC=2)C2C=CC=CC=2)(C2C=CC=CC=2)C2C=CC=CC=2)=CC=1>[CH3:1][C:2]1([CH3:11])[CH2:7][CH2:6][C:5]([C:13]2[C:18]([N+:19]([O-:21])=[O:20])=[CH:17][CH:16]=[CH:15][N:14]=2)=[CH:4][CH2:3]1 |f:2.3.4,^1:47,49,68,87|. Procedure details: A solution of 894 mg (3.78 mmol) of 4,4-dimethyl-cyclohex-1-enylboronic acid and 0.500 g (3.15 mmol) of 2-chloro-3-nitro-pyridine in toluene (20 mL) and EtOH (10 mL) was treated with 12.6 mL (25.2 mmol) of 2.0 M aqueous Na2CO3. The mixture was degassed via sonication, placed under Ar, treated with 364 mg (0.315 mmol) of Pd(PPh3)4, and heated to 80° C. for 2 h. The mixture was cooled to RT, diluted with EtOAc (50 mL), and washed with saturated aqueous NaHCO3 (1×40 mL) and water (1×40 mL). The aqu... The reactants are O=Cc1ccc(O)c(C(=O)O)c1, CC(=O)CC(C)=O, Cl, C1CCOC1. Product: CC(=O)C(=Cc1ccc(O)c(C(=O)O)c1)C(C)=O. As a reaction SMILES: [C:1](=[O:2])([OH:3])[c:4]1[cH:5][c:6]([CH:7]=[O:8])[cH:9][cH:10][c:11]1[OH:12].[CH3:13][C:14]([CH2:15][C:16]([CH3:17])=[O:18])=[O:19].[ClH:20].[O:21]1[CH2:22][CH2:23][CH2:24][CH2:25]1>>[C:1](=[O:2])([OH:3])[c:4]1[cH:5][c:6]([CH:7]=[C:15]([C:14]([CH3:13])=[O:19])[C:16]([CH3:17])=[O:18])[cH:9][cH:10][c:11]1[OH:12].